From a dataset of the Open Reaction Database (ORD), a public repository of structured organic reaction records. describe an organic reaction: reactants, conditions, products, and yield Reactants: ClC=1C=C(C(=O)NC=2C=NC(=CC2)OC2=CC=C(C=C2)CC#N)C=CC1Cl (3,4-dichloro-N-[6-(4-cyanomethylphenoxy)pyridin-3-yl]benzamide), O (water), NO (hydroxylamine), C([O-])([O-])=O.[K+].[K+] (potassium carbonate). Run in C(C)O (ethanol). Yields the product ClC=1C=C(C(=O)NC=2C=NC(=CC2)OC2=CC=C(C=C2)CC(NO)=N)C=CC1Cl (3,4-dichloro-N-{6-[4-(N-hydroxy-carbamimidoylmethyl)phenoxy]pyridin-3-yl}benzamide). Reaction SMILES: [Cl:1][C:2]1[CH:3]=[C:4]([CH:24]=[CH:25][C:26]=1[Cl:27])[C:5]([NH:7][C:8]1[CH:9]=[N:10][C:11]([O:14][C:15]2[CH:20]=[CH:19][C:18]([CH2:21][C:22]#[N:23])=[CH:17][CH:16]=2)=[CH:12][CH:13]=1)=[O:6].[OH2:28].[NH2:29]O.C(=O)([O-])[O-].[K+].[K+]>C(O)C>[Cl:1][C:2]1[CH:3]=[C:4]([CH:24]=[CH:25][C:26]=1[Cl:27])[C:5]([NH:7][C:8]1[CH:9]=[N:10][C:11]([O:14][C:15]2[CH:20]=[CH:19][C:18]([CH2:21][C:22](=[NH:29])[NH:23][OH:28])=[CH:17][CH:16]=2)=[CH:12][CH:13]=1)=[O:6] |f:3.4.5|. Procedure: To a solution of 3,4-dichloro-N-[6-(4-cyanomethylphenoxy)pyridin-3-yl]benzamide (700 mg, 1.76 mmol) in ethanol (30 mL) were added water (2 mL), hydroxylamine (420 mg, 12.71 mmol) and potassium carbonate (1.76 g, 12.73 mmol). Under argon, the resulting solution was stirred under reflux for 4 hours. The resulting reaction solution was concentrated under reduced pressure. To the residue was added water, and extracted with ethyl acetate. The ethyl acetate layer was washed with brine, dried over anhy... Starting materials: C#CC(C)(C)N1CCCCC1, NC(=O)C1(C(=O)N(c2ccc(F)cc2)c2ccc(Oc3ccnc4cc(I)sc34)c(F)c2)CC1. Product: CC(C)(C#Cc1cc2nccc(Oc3ccc(N(C(=O)C4(C(N)=O)CC4)c4ccc(F)cc4)cc3F)c2s1)N1CCCCC1. As a reaction SMILES: [CH3:35][C:36]([CH3:37])([C:38]#[CH:39])[N:40]1[CH2:41][CH2:42][CH2:43][CH2:44][CH2:45]1.[F:1][c:2]1[cH:3][c:4]([N:19]([C:20](=[O:21])[C:22]2([C:25](=[O:26])[NH2:27])[CH2:23][CH2:24]2)[c:28]2[cH:29][cH:30][c:31]([F:34])[cH:32][cH:33]2)[cH:5][cH:6][c:7]1[O:8][c:9]1[c:10]2[c:11]([n:12][cH:13][cH:14]1)[cH:15][c:16]([I:18])[s:17]2>>[F:1][c:2]1[cH:3][c:4]([N:19]([C:20](=[O:21])[C:22]2([C:25](=[O:26])[NH2:27])[CH2:23][CH2:24]2)[c:28]2[cH:29][cH:30][c:31]([F:34])[cH:32][cH:33]2)[cH:5][cH:6][c:7]1[O:8][c:9]1[c:10]2[c:11]([n:12][cH:13][cH:14]1)[cH:15][c:16]([C:39]#[C:38][C:36]([CH3:35])([CH3:37])[N:40]1[CH2:41][CH2:42][CH2:43][CH2:44][CH2:45]1)[s:17]2. Starting materials: C(N)(=O)C=1C=C(C=CC1)C1=NN(C(C=C1)=O)CC=1C=C(C=CC1)C1=NC=C(C=N1)OCC1CCN(CC1)C(=O)OC(C)(C)C (tert-butyl 4-(2-{3-[3-(3-carbamoylphenyl)-6-oxo-6H-pyridazin-1-ylmethyl]phenyl}pyrimidin-5-yloxymethyl)piperidine-1-carboxyl-ate), C=O (formaldehyde). Solvent: C(=O)O (formic acid), O (water). Conditions: temperature 110 celsius, time 48 hour. The product is CN1CCC(CC1)COC=1C=NC(=NC1)C=1C=C(CN2N=C(C=CC2=O)C=2C=C(C(=O)N)C=CC2)C=CC1 (3-(1-{3-[5-(1-methylpiperidin-4-ylmethoxy)pyrimidin-2-yl]-benzyl}-6-oxo-1,6-dihydropyridazin-3-yl)benzamide). As a reaction SMILES: [C:1]([C:4]1[CH:5]=[C:6]([C:10]2[CH:15]=[CH:14][C:13](=[O:16])[N:12]([CH2:17][C:18]3[CH:19]=[C:20]([C:24]4[N:29]=[CH:28][C:27]([O:30][CH2:31][CH:32]5[CH2:37][CH2:36][N:35]([C:38](OC(C)(C)C)=O)[CH2:34][CH2:33]5)=[CH:26][N:25]=4)[CH:21]=[CH:22][CH:23]=3)[N:11]=2)[CH:7]=[CH:8][CH:9]=1)(=[O:3])[NH2:2].C=O>C(O)=O.O>[CH3:38][N:35]1[CH2:34][CH2:33][CH:32]([CH2:31][O:30][C:27]2[CH:26]=[N:25][C:24]([C:20]3[CH:19]=[C:18]([CH:23]=[CH:22][CH:21]=3)[CH2:17][N:12]3[C:13](=[O:16])[CH:14]=[CH:15][C:10]([C:6]4[CH:5]=[C:4]([CH:9]=[CH:8][CH:7]=4)[C:1]([NH2:2])=[O:3])=[N:11]3)=[N:29][CH:28]=2)[CH2:37][CH2:36]1. Procedure details: 1.25 g (2.1 mmol) of tert-butyl 4-(2-{3-[3-(3-carbamoylphenyl)-6-oxo-6H-pyridazin-1-ylmethyl]phenyl}pyrimidin-5-yloxymethyl)piperidine-1-carboxyl-ate are dissolved in 6 ml of formic acid, and 500 μl (6.3 mmol) of 35% formaldehyde solution in water are added. The reaction mixture is stirred at 110° C. for 48 h. The reaction mixture is evaporated, taken up in dichloro-methane, washed with saturated sodium hydrogencarbonate solution, dried over sodium sulfate and purified by means of column chromat...